From a dataset of the Open Reaction Database (ORD), a public repository of structured organic reaction records. describe an organic reaction: reactants, conditions, products, and yield Starting materials: CC(C)(C)OC(=O)OC(C)(C)C, Nc1cc(F)c(OCc2ccccc2)c(F)c1Br, C1CCOC1, CN(C)c1ccncc1. Yields the product CC(C)(C)OC(=O)Nc1cc(F)c(OCc2ccccc2)c(F)c1Br. As a reaction SMILES: [C:19]([CH3:20])([CH3:21])([CH3:22])[O:23][C:24]([O:25][C:27]([CH3:28])([CH3:29])[CH3:30])=[O:26].[CH2:1]([c:2]1[cH:3][cH:4][cH:5][cH:6][cH:7]1)[O:8][c:9]1[c:10]([F:18])[c:11]([Br:17])[c:12]([NH2:16])[cH:13][c:14]1[F:15].[CH2:31]1[O:32][CH2:33][CH2:34][CH2:35]1.[CH3:36][N:37]([CH3:38])[c:39]1[cH:40][cH:41][n:42][cH:43][cH:44]1>>[CH2:1]([c:2]1[cH:3][cH:4][cH:5][cH:6][cH:7]1)[O:8][c:9]1[c:10]([F:18])[c:11]([Br:17])[c:12]([NH:16][C:24]([O:23][C:19]([CH3:20])([CH3:21])[CH3:22])=[O:25])[cH:13][c:14]1[F:15]. Starting materials: C(C1=CC=CC=C1)OC=1C=C2C=C(NC2=CC1)C1=CC=C(C=C1)OCC1=CC=CC=C1 (5-benzyloxy-2-(4-benzyloxy-phenyl)-1 H-indole), C(Cl)Cl (CH2Cl2), 141, n-chlorosuccinimide. Run at temperature 0 celsius, time 20 minute. The product is C(C1=CC=CC=C1)OC=1C=C2C(=C(NC2=CC1)C1=CC=C(C=C1)OCC1=CC=CC=C1)Cl (5-Benzyloxy-3-chloro-2-(4-benzyloxy-phenyl)-1 H-indole). Yield: 78.0%. RXN SMILES: [CH2:1]([O:8][C:9]1[CH:10]=[C:11]2[C:15](=[CH:16][CH:17]=1)[NH:14][C:13]([C:18]1[CH:23]=[CH:22][C:21]([O:24][CH2:25][C:26]3[CH:31]=[CH:30][CH:29]=[CH:28][CH:27]=3)=[CH:20][CH:19]=1)=[CH:12]2)[C:2]1[CH:7]=[CH:6][CH:5]=[CH:4][CH:3]=1.C(Cl)[Cl:33]>>[CH2:1]([O:8][C:9]1[CH:10]=[C:11]2[C:15](=[CH:16][CH:17]=1)[NH:14][C:13]([C:18]1[CH:23]=[CH:22][C:21]([O:24][CH2:25][C:26]3[CH:31]=[CH:30][CH:29]=[CH:28][CH:27]=3)=[CH:20][CH:19]=1)=[C:12]2[Cl:33])[C:2]1[CH:3]=[CH:4][CH:5]=[CH:6][CH:7]=1. Procedure: A flask was charged with 5-benzyloxy-2-(4-benzyloxy-phenyl)-1 H-indole No. 141 (8.0 g, 20.0 mmole) and CH2Cl2 (50 ml). The reaction was cooled to 0° C. and n-chlorosuccinimide (2.9 g, 22 mmole) was added. The reaction was stirred at 0° C. for 20 min. The reaction was then washed with 10% sodium sulfit solution, dried over MgSO4, and concentrated. To the resulting brown solid was added MeOH and the mixture was stirred for 15 min. The solid was filtered to give 6.8 g of a tan solid (78%). Mp=157-1... Starting materials: OC1CCN(CC1)C(=O)OC(C)(C)C (tert-butyl 4-hydroxypiperidine-1-carboxylate), BrC1=CC=C(C=C1)O (4-bromophenol). Product: C(C)(C)(C)OC(=O)N1CCC(CC1)OC1=CC=C(C=C1)Br (tert-Butyl-4-(4-bromophenoxy)piperidine-1-carboxylate). As a reaction SMILES: [OH:1][CH:2]1[CH2:7][CH2:6][N:5]([C:8]([O:10][C:11]([CH3:14])([CH3:13])[CH3:12])=[O:9])[CH2:4][CH2:3]1.[Br:15][C:16]1[CH:21]=[CH:20][C:19](O)=[CH:18][CH:17]=1>>[C:11]([O:10][C:8]([N:5]1[CH2:4][CH2:3][CH:2]([O:1][C:19]2[CH:20]=[CH:21][C:16]([Br:15])=[CH:17][CH:18]=2)[CH2:7][CH2:6]1)=[O:9])([CH3:14])([CH3:13])[CH3:12]. Reported procedure: The title compound was prepared by following the similar procedure as described in Intermediate-5 using tert-butyl 4-hydroxypiperidine-1-carboxylate and 4-bromophenol (0.65 g, 36%); MS: 256 (M−100). Reactants: CN(C)C=O (DMF), C(C)(C)(C)OC(=O)NC1CN(C1)C(=O)OCC1=CC=CC=C1 (Benzyl 3-[(tert-butoxycarbonyl)amino]azetidine-1-carboxylate), [H-].[Na+] (sodium hydride), C(CC)I (propyl iodide). Solvent: C1CCOC1 (THF), O (Water), C1CCOC1 (THF), C1CCOC1 (THF). Run at time 70 minute. Product: C(C)(C)(C)OC(=O)N(C1CN(C1)C(=O)OCC1=CC=CC=C1)CCC (Benzyl 3-[(tert-butoxycarbonyl)(n-propyl)amino]azetidine-1-carboxylate). Isolated yield 93.0%. As a reaction SMILES: [C:1]([O:5][C:6]([NH:8][CH:9]1[CH2:12][N:11]([C:13]([O:15][CH2:16][C:17]2[CH:22]=[CH:21][CH:20]=[CH:19][CH:18]=2)=[O:14])[CH2:10]1)=[O:7])([CH3:4])([CH3:3])[CH3:2].[H-].[Na+].[CH2:25](I)[CH2:26][CH3:27].CN(C=O)C>C1COCC1.O>[C:1]([O:5][C:6]([N:8]([CH2:25][CH2:26][CH3:27])[CH:9]1[CH2:10][N:11]([C:13]([O:15][CH2:16][C:17]2[CH:22]=[CH:21][CH:20]=[CH:19][CH:18]=2)=[O:14])[CH2:12]1)=[O:7])([CH3:4])([CH3:2])[CH3:3] |f:1.2|. Procedure details: A solution of benzyl 3-[(tert-butoxycarbonyl)amino]azetidine-1-carboxylate obtained in Example (227a) (472 mg, 1.54 mmol) in THF (5 mL) was added to a suspension of sodium hydride (55%) (134 mg, 3.08 mmol) in THF (10 mL) at 0° C. Subsequently, propyl iodide (0.75 mL, 7.70 mmol) was added at 0° C., and the mixture was stirred at room temperature for 70 minutes. THF (4 mL) and DMF (5 mL) were added, followed by further stirring for 18 hours. Water was added to the reaction solution, and the mixtur... Starting materials: COC(=O)C1(CC(NC(C1)(C)C)(C)C)O (2,2,6,6-tetramethyl-4-hydroxypiperidine-4-carboxylic acid methyl ester), O.NN (hydrazine hydrate). Run in CO (methanol). The product is CC1(NC(CC(C1)(C(=O)NN)O)(C)C)C (2,2,6,6-Tetramethyl-4-hydroxypiperidine-4-carboxylic acid hydrazide). Reaction SMILES: C[O:2][C:3]([C:5]1([OH:15])[CH2:10][C:9]([CH3:12])([CH3:11])[NH:8][C:7]([CH3:14])([CH3:13])[CH2:6]1)=O.O.[NH2:17][NH2:18]>CO>[CH3:11][C:9]1([CH3:12])[CH2:10][C:5]([OH:15])([C:3]([NH:17][NH2:18])=[O:2])[CH2:6][C:7]([CH3:14])([CH3:13])[NH:8]1 |f:1.2|. Reported procedure: 16.2 parts of 2,2,6,6-tetramethyl-4-hydroxypiperidine-4-carboxylic acid methyl ester (according to German Patent No. 91,122), 5 parts of hydrazine hydrate and 20 parts of methanol were boiled under reflux for 10 hours and the methanol was subsequently distilled off. The residue was recrystallised from cyclohexane. Yield: 15.3 parts of 2,2,6,6-tetramethyl-4-hydroxypiperidine-4-carboxylic acid hydrazide melting at 121° to 123° C. Starting materials: Cc1ccc(CC(=O)O)cc1, Cc1ccc(CCl)cc1, CO, [Mn], [Na+], [Na+], O, O=S([O-])S(=O)[O-]. Yields the product COC(=O)Cc1ccc(C)cc1. As a reaction SMILES: [CH3:19][c:20]1[cH:21][cH:22][c:23]([CH2:26][C:27](=[O:28])[OH:29])[cH:24][cH:25]1.[CH3:1][c:2]1[cH:3][cH:4][c:5]([CH2:6][Cl:7])[cH:8][cH:9]1.[CH3:30][OH:31].[Mn:32].[Na+:17].[Na+:18].[OH2:10].[S:11]([S:12]([O-:13])=[O:14])([O-:15])=[O:16]>>[CH3:1][O:28][C:27]([CH2:26][c:23]1[cH:22][cH:21][c:20]([CH3:19])[cH:25][cH:24]1)=[O:29].